describe an organic reaction: reactants, conditions, products, and yield From a dataset of the Open Reaction Database (ORD), a public repository of structured organic reaction records. The yield is 85.8%. Starting materials: C(C#C)OC=1C=NC=CC1 (3-(2-propynyloxy)pyridine), O (water), [OH-].[Na+] (sodium hydroxide), II (Iodine). Solvent: CO (methanol), CO (methanol). Conditions: temperature 0 celsius, time 2 hour. Yields the product IC#CCOC=1C=NC=CC1 (3-(3-iodo-2-propynyloxy)pyridine). RXN SMILES: [CH2:1]([O:4][C:5]1[CH:6]=[N:7][CH:8]=[CH:9][CH:10]=1)[C:2]#[CH:3].[OH-].[Na+].[I:13]I.O>CO>[I:13][C:3]#[C:2][CH2:1][O:4][C:5]1[CH:6]=[N:7][CH:8]=[CH:9][CH:10]=1 |f:1.2|. Procedure: In 300 ml methanol was dissolved 39.0 g (0.27 mole) 3-(2-propynyloxy)pyridine. This solution was cooled to 0° C. and 54.0 g (1.35 moles) sodium hydroxide was added slowly while maintaining the temperature at 0°-5° C. Iodine (82.0 g, 0.32 mole) was added portionwise followed by the addition of 400 ml methanol. After stirring for 2 hours at room temperature, the reaction mixture was poured into cold water. The resulting precipitate was filtered and dried. This crude product was recrystallized from... The reactants are CC1(NN(C1=O)C1C2CC3(CC(CC1C3)C2)C(=O)OC)C (Methyl 4-(3,3-dimethyl-4-oxo-1,2-diazetidin-1-yl)adamantane-1-carboxylate), FC1=CC=C(CBr)C=C1 (4-fluorobenzyl bromide). The product is FC1=CC=C(CN2N(C(C2(C)C)=O)C2C3CC4(CC(CC2C4)C3)C(=O)OC)C=C1 (methyl 4-[2-(4-fluorobenzyl)-3,3-dimethyl-4-oxo-1,2-diazetidin-1-yl]adamantane-1-carboxylate). Reaction SMILES: [CH3:1][C:2]1([CH3:21])[C:5](=[O:6])[N:4]([CH:7]2[CH:14]3[CH2:15][C:10]4([C:17]([O:19][CH3:20])=[O:18])[CH2:11][CH:12]([CH2:16][CH:8]2[CH2:9]4)[CH2:13]3)[NH:3]1.[F:22][C:23]1[CH:30]=[CH:29][C:26]([CH2:27]Br)=[CH:25][CH:24]=1>>[F:22][C:23]1[CH:30]=[CH:29][C:26]([CH2:27][N:3]2[C:2]([CH3:21])([CH3:1])[C:5](=[O:6])[N:4]2[CH:7]2[CH:8]3[CH2:9][C:10]4([C:17]([O:19][CH3:20])=[O:18])[CH2:11][CH:12]([CH2:13][CH:14]2[CH2:15]4)[CH2:16]3)=[CH:25][CH:24]=1. Procedure details: Methyl 4-(3,3-dimethyl-4-oxo-1,2-diazetidin-1-yl)adamantane-1-carboxylate and 4-fluorobenzyl bromide were used for a similar reaction and treatment as Process 6 of Example 1, and methyl 4-[2-(4-fluorobenzyl)-3,3-dimethyl-4-oxo-1,2-diazetidin-1-yl]adamantane-1-carboxylate was obtained as a colorless oil. Starting materials: CC(=O)O, [Cl-], Cl, O=C1c2cccc(O)c2C(=O)c2cccc(O)c21. The product is O=C1c2cccc(O)c2Cc2cccc(O)c21. RXN SMILES: [CH3:20][C:21](=[O:22])[OH:23].[Cl-:19].[ClH:24].[OH:1][c:2]1[cH:3][cH:4][cH:5][c:6]2[c:15]1[C:14](=[O:16])[c:13]1[c:8]([c:9]([OH:17])[cH:10][cH:11][cH:12]1)[C:7]2=[O:18]>>[OH:1][c:2]1[cH:3][cH:4][cH:5][c:6]2[c:15]1[C:14](=[O:16])[c:13]1[c:8]([c:9]([OH:17])[cH:10][cH:11][cH:12]1)[CH2:7]2.